From a dataset of the Open Reaction Database (ORD), a public repository of structured organic reaction records. describe an organic reaction: reactants, conditions, products, and yield Reactants: CC(C)=Cc1ccc(Br)s1, CN(C)C=O, N#C[Cu]C#N, N. The product is CC(C)=Cc1ccc(C#N)s1. As a reaction SMILES: [Br:1][c:2]1[s:3][c:4]([CH:7]=[C:8]([CH3:9])[CH3:10])[cH:5][cH:6]1.[CH3:17][N:18]([CH3:19])[CH:20]=[O:21].[Cu:11]([C:12]#[N:13])[C:14]#[N:15].[NH3:16]>>[c:2]1([C:12]#[N:13])[s:3][c:4]([CH:7]=[C:8]([CH3:9])[CH3:10])[cH:5][cH:6]1. Reactants: C(#N)CNC(=O)C(CC1=C(C=CC=C1)C1=CC=C(C=C1)N1CCN(CC1)C(=O)OC(C)(C)C)CC(C)C (tert-butyl 4-[2′-(2-{[(cyanomethyl)amino]carbonyl}-4-methylpentyl)[1,1′-biphenyl]-4-yl]-1-piperazinecarboxylate), CS(=O)(=O)O (MeSO3H), C(=O)(O)[O-].[Na+] (NaHCO3). Run in C1CCOC1 (THF). Product: C(#N)CNC(C(CC(C)C)CC1=C(C=CC=C1)C1=CC=C(C=C1)N1CCNCC1)=O (N-(cyanomethyl)-4-methyl-2-{[4′-(1-piperazinyl)[1,1′-biphenyl]-2-yl]methyl}pentanamide). Reaction SMILES: [C:1]([CH2:3][NH:4][C:5]([CH:7]([CH2:34][CH:35]([CH3:37])[CH3:36])[CH2:8][C:9]1[CH:14]=[CH:13][CH:12]=[CH:11][C:10]=1[C:15]1[CH:20]=[CH:19][C:18]([N:21]2[CH2:26][CH2:25][N:24](C(OC(C)(C)C)=O)[CH2:23][CH2:22]2)=[CH:17][CH:16]=1)=[O:6])#[N:2].CS(O)(=O)=O.C([O-])(O)=O.[Na+]>C1COCC1>[C:1]([CH2:3][NH:4][C:5](=[O:6])[CH:7]([CH2:8][C:9]1[CH:14]=[CH:13][CH:12]=[CH:11][C:10]=1[C:15]1[CH:16]=[CH:17][C:18]([N:21]2[CH2:22][CH2:23][NH:24][CH2:25][CH2:26]2)=[CH:19][CH:20]=1)[CH2:34][CH:35]([CH3:36])[CH3:37])#[N:2] |f:2.3|. Procedure: To tert-butyl 4-[2′-(2-{[(cyanomethyl)amino]carbonyl}-4-methylpentyl)[1,1′-biphenyl]-4-yl]-1-piperazinecarboxylate (407 mg, 0.808 mmol) in dry THF (10 mL) under dry nitrogen was gradually added a total of 6.5 equivalents of MeSO3H (total of 340 μL, 5.25 mmol) over a period of 3 days in portions of 1–2 equivalents at a time. Aqueous sat. NaHCO3 was added carefully and the product extracted with EtOAc (3×), dried over Na2SO4, concentrated in vacuo, and purified by flash chromatography over silica ... RXN SMILES: [C:19]([CH3:21])([CH3:22])([O:23][OH:20])[CH3:24].[CH3:25][C:26](=[O:27])[OH:28].[O:1]=[C:2]1[CH2:3][CH:4]([CH2:6][CH:7]=[CH:8][C:9](=[O:10])[O:11][CH2:12][c:13]2[cH:14][cH:15][cH:16][cH:17][cH:18]2)[NH:5]1>>[O:1]=[C:2]1[CH2:3][CH:4]([CH2:6][C:7]([CH2:8][C:9](=[O:10])[O:11][CH2:12][c:13]2[cH:14][cH:15][cH:16][cH:17][cH:18]2)=[O:23])[NH:5]1. Starting materials: CC(C)(C)OO, CC(=O)O, O=C1CC(CC=CC(=O)OCc2ccccc2)N1. Product: O=C(CC(=O)OCc1ccccc1)CC1CC(=O)N1. Solvent: ClCCl (dichloromethane). Reaction conditions: time 10 minute. The reactants are FC(C(=O)N1CCN(CC1)C1=C(C=CC=C1)OC)(F)F (2,2,2-trifluoro-1-[4-(2-methoxy-phenyl)-piperazin-1-yl]-ethanone), ClS(=O)(=O)O (chlorosulfonic acid). Procedure details: A solution of 2,2,2-trifluoro-1-[4-(2-methoxy-phenyl)-piperazin-1-yl]-ethanone (14 g; 0.48 mol) in dichloromethane (20 mL) was added to chlorosulfonic acid (75 mL) in such a rate that the inner temperature did not exceed −5° C. After 10 min at this temperature, the solution was poured slowly onto ice-water (500 g), the precipitate was filtered and washed with cold water (2×200 mL) and cold diethyl ether (200 mL). The resulting solid was recrystallized from diethyl ether to give 4-methoxy-3-[4-(2... Reaction SMILES: [F:1][C:2]([F:20])([F:19])[C:3]([N:5]1[CH2:10][CH2:9][N:8]([C:11]2[CH:16]=[CH:15][CH:14]=[CH:13][C:12]=2[O:17][CH3:18])[CH2:7][CH2:6]1)=[O:4].[Cl:21][S:22](O)(=[O:24])=[O:23]>ClCCl>[CH3:18][O:17][C:12]1[CH:13]=[CH:14][C:15]([S:22]([Cl:21])(=[O:24])=[O:23])=[CH:16][C:11]=1[N:8]1[CH2:7][CH2:6][N:5]([C:3](=[O:4])[C:2]([F:1])([F:19])[F:20])[CH2:10][CH2:9]1. Product: COC1=C(C=C(C=C1)S(=O)(=O)Cl)N1CCN(CC1)C(C(F)(F)F)=O (4-methoxy-3-[4-(2,2,2-trifluoro-acetyl)-piperazin-1-yl]-benzenesulfonyl chloride). Reactants: CS(C)=O, [Cl-], O=[N+]([O-])c1cccc(F)c1, [H-], [NH4+], [Na+], Oc1cccnc1. Yields the product O=[N+]([O-])c1cccc(Oc2cccnc2)c1. As a reaction SMILES: [CH3:22][S:23]([CH3:24])=[O:25].[Cl-:20].[F:10][c:11]1[cH:12][c:13]([N+:17](=[O:18])[O-:19])[cH:14][cH:15][cH:16]1.[H-:9].[NH4+:21].[Na+:8].[OH:1][c:2]1[cH:3][n:4][cH:5][cH:6][cH:7]1>>[O:1]([c:2]1[cH:3][n:4][cH:5][cH:6][cH:7]1)[c:11]1[cH:12][c:13]([N+:17](=[O:18])[O-:19])[cH:14][cH:15][cH:16]1. The reactants are C1CCOC1, COC(=O)c1c2c(c(OC(c3ccccc3)c3ccccc3)c3ncccc13)C(=O)N(Cc1ccc(F)cc1)C2, CO, [Li+], [OH-], O. Product: O=C(O)c1c2c(c(OC(c3ccccc3)c3ccccc3)c3ncccc13)C(=O)N(Cc1ccc(F)cc1)C2. RXN SMILES: [CH2:41]1[O:42][CH2:43][CH2:44][CH2:45]1.[CH3:1][O:2][C:3](=[O:4])[c:5]1[c:6]2[cH:7][cH:8][cH:9][n:10][c:11]2[c:12]([O:27][CH:28]([c:29]2[cH:30][cH:31][cH:32][cH:33][cH:34]2)[c:35]2[cH:36][cH:37][cH:38][cH:39][cH:40]2)[c:13]2[c:14]1[CH2:15][N:16]([CH2:19][c:20]1[cH:21][cH:22][c:23]([F:26])[cH:24][cH:25]1)[C:17]2=[O:18].[CH3:46][OH:47].[Li+:49].[OH-:48].[OH2:50]>>[O:2]=[C:3]([OH:4])[c:5]1[c:6]2[cH:7][cH:8][cH:9][n:10][c:11]2[c:12]([O:27][CH:28]([c:29]2[cH:30][cH:31][cH:32][cH:33][cH:34]2)[c:35]2[cH:36][cH:37][cH:38][cH:39][cH:40]2)[c:13]2[c:14]1[CH2:15][N:16]([CH2:19][c:20]1[cH:21][cH:22][c:23]([F:26])[cH:24][cH:25]1)[C:17]2=[O:18]. Starting materials: NC1=CC(=C(C=C1F)C(=O)N1CCN(CC1)CC1=CC=C(C=C1)C(C(F)(F)F)(C(F)(F)F)O)Br ((4-Amino-2-bromo-5-fluorophenyl)(4-(4-(1,1,1,3,3,3-hexafluoro-2-hydroxypropan-2-yl)benzyl)piperazin-1-yl)methanone), N1=CC=C(C=C1)NC(OC1=CC=CC=C1)=O (phenyl pyridin-4-ylcarbamate). The solvent is O1CCOCC1 (dioxane). Reaction conditions: temperature 80 celsius. Yields the product BrC=1C(=CC(=C(C1)NC(=O)NC1=CC=NC=C1)F)C(=O)N1CCN(CC1)CC1=CC=C(C=C1)C(C(F)(F)F)(C(F)(F)F)O (1-(5-Bromo-2-fluoro-4-(4-(4-(1,1,1,3,3,3-hexafluoro-2-hydroxypropan-2-yl)benzyl)piperazine-1-carbonyl)phenyl)-3-(pyridin-4-yl)urea). Yield: 5.4%. As a reaction SMILES: [NH2:1][C:2]1[C:7]([F:8])=[CH:6][C:5]([C:9]([N:11]2[CH2:16][CH2:15][N:14]([CH2:17][C:18]3[CH:23]=[CH:22][C:21]([C:24]([OH:33])([C:29]([F:32])([F:31])[F:30])[C:25]([F:28])([F:27])[F:26])=[CH:20][CH:19]=3)[CH2:13][CH2:12]2)=[O:10])=[C:4]([Br:34])[CH:3]=1.[N:35]1[CH:40]=[CH:39][C:38]([NH:41][C:42](=O)[O:43]C2C=CC=CC=2)=[CH:37][CH:36]=1>O1CCOCC1>[Br:34][C:4]1[C:5]([C:9]([N:11]2[CH2:16][CH2:15][N:14]([CH2:17][C:18]3[CH:19]=[CH:20][C:21]([C:24]([OH:33])([C:25]([F:26])([F:27])[F:28])[C:29]([F:31])([F:32])[F:30])=[CH:22][CH:23]=3)[CH2:13][CH2:12]2)=[O:10])=[CH:6][C:7]([F:8])=[C:2]([NH:1][C:42]([NH:41][C:38]2[CH:39]=[CH:40][N:35]=[CH:36][CH:37]=2)=[O:43])[CH:3]=1. Reported procedure: (4-Amino-2-bromo-5-fluorophenyl)(4-(4-(1,1,1,3,3,3-hexafluoro-2-hydroxypropan-2-yl)benzyl)piperazin-1-yl)methanone (0.358 mmol, 200 mg) and phenyl pyridin-4-ylcarbamate (0.537 mmol, 115 mg) were combined in dioxane (2 mL) and heated to 80° C. overnight in a reactivial. The reaction mixture was concentrated under vacuum and the residue was purified by column chromatography (dichloromethane—4% methanol/dichloromethane) to afford title compound (13 mg). MS (ESI) m/z 679.3 [M+H]+